This data is from the Open Reaction Database (ORD), a public repository of structured organic reaction records. The task is: describe an organic reaction: reactants, conditions, products, and yield Reactants: C(CC#C)N1CCC(CC1)(O)C1=CC=C(C=C1)Cl (1-(3-butynyl)-4-(4-chlorophenyl)-4-hydroxypiperidine), IC=1C=C(N)C=CC1 (3-iodoaniline). The reagents and catalysts are [Pd].C1(=CC=CC=C1)P(C1=CC=CC=C1)C1=CC=CC=C1.C1(=CC=CC=C1)P(C1=CC=CC=C1)C1=CC=CC=C1.C1(=CC=CC=C1)P(C1=CC=CC=C1)C1=CC=CC=C1.C1(=CC=CC=C1)P(C1=CC=CC=C1)C1=CC=CC=C1 (tetrakis(triphenylphosphine) palladium (0)). Run in C(CCC)N (n-butylamine). The product is NC=1C=C(C=CC1)C#CCCN1CCC(CC1)(O)C1=CC=C(C=C1)Cl (1-(4-(3-Aminophenyl)-3-butynyl)-4-(4-chlorophenyl)-4-hydroxypiperidine). Yield: 68.5%. Reaction SMILES: [CH2:1]([N:5]1[CH2:10][CH2:9][C:8]([C:12]2[CH:17]=[CH:16][C:15]([Cl:18])=[CH:14][CH:13]=2)([OH:11])[CH2:7][CH2:6]1)[CH2:2][C:3]#[CH:4].I[C:20]1[CH:21]=[C:22]([CH:24]=[CH:25][CH:26]=1)[NH2:23]>C(N)CCC.[Pd].C1(P(C2C=CC=CC=2)C2C=CC=CC=2)C=CC=CC=1.C1(P(C2C=CC=CC=2)C2C=CC=CC=2)C=CC=CC=1.C1(P(C2C=CC=CC=2)C2C=CC=CC=2)C=CC=CC=1.C1(P(C2C=CC=CC=2)C2C=CC=CC=2)C=CC=CC=1>[NH2:23][C:22]1[CH:21]=[C:20]([C:4]#[C:3][CH2:2][CH2:1][N:5]2[CH2:10][CH2:9][C:8]([C:12]3[CH:17]=[CH:16][C:15]([Cl:18])=[CH:14][CH:13]=3)([OH:11])[CH2:7][CH2:6]2)[CH:26]=[CH:25][CH:24]=1 |f:3.4.5.6.7|. Procedure: A solution of 1-(3-butynyl)-4-(4-chlorophenyl)-4-hydroxypiperidine (263 mg, 1.00 mmol), 3-iodoaniline (208 mg, 0.950 mmol) and tetrakis(triphenylphosphine) palladium (0) (46 mg) in n-butylamine (5 mL) is allowed to reflux for 15 hr. The solvent is evaporated in vacuo to give a residue, which is purified by flash chromatography giving the product as an off white solid (231 mg, 69%): mp 139-140° C.; 1H NMR (CDCl3) 1.71 (m, 3 H), 2.12 (m, 2 H), 2.56 (m, 4 H), 2.73 (m, 2 H), 2.84 (m, 2 H), 3.60 (bs,... Reactants: C1(=CC=CC=C1)C(CCCCCCCN1C(C2=CC=CC=C2C1=O)=O)C1=CC=CC=C1 (2-(8,8-diphenyl-octyl)-iso-indol-1,3-dione), NN.O (hydrazine.hydrate). Run in C(C)O (ethanol). Product: C1(=CC=CC=C1)C(CCCCCCCN)C1=CC=CC=C1 (8,8-diphenyloctylamine). Reaction SMILES: [C:1]1([CH:7]([C:26]2[CH:31]=[CH:30][CH:29]=[CH:28][CH:27]=2)[CH2:8][CH2:9][CH2:10][CH2:11][CH2:12][CH2:13][CH2:14][N:15]2C(=O)C3C(=CC=CC=3)C2=O)[CH:6]=[CH:5][CH:4]=[CH:3][CH:2]=1.NN.O>C(O)C>[C:26]1([CH:7]([C:1]2[CH:2]=[CH:3][CH:4]=[CH:5][CH:6]=2)[CH2:8][CH2:9][CH2:10][CH2:11][CH2:12][CH2:13][CH2:14][NH2:15])[CH:27]=[CH:28][CH:29]=[CH:30][CH:31]=1 |f:1.2|. Procedure: Batch size: 18.5 g (45.0 mmol) 2-(8,8-diphenyl-octyl)-iso-indol-1,3-dione and 8.0 ml (160 mmol) hydrazine.hydrate in ethanol. The reactants are CC(C)CN(Cc1ccc2c(c1)OCCCC2)C(=O)C1CN(C(=O)OC(C)(C)C)CCO1, Cl, C1COCCO1. Yields the product CC(C)CN(Cc1ccc2c(c1)OCCCC2)C(=O)C1CNCCO1, Cl. Reaction SMILES: [CH2:1]([CH:2]([CH3:3])[CH3:4])[N:5]([C:6](=[O:7])[CH:8]1[O:9][CH2:10][CH2:11][N:12]([C:14]([O:15][C:16]([CH3:17])([CH3:18])[CH3:19])=[O:20])[CH2:13]1)[CH2:21][c:22]1[cH:23][c:24]2[c:25]([cH:31][cH:32]1)[CH2:26][CH2:27][CH2:28][CH2:29][O:30]2.[ClH:33].[O:34]1[CH2:35][CH2:36][O:37][CH2:38][CH2:39]1>>[CH2:1]([CH:2]([CH3:3])[CH3:4])[N:5]([C:6](=[O:7])[CH:8]1[O:9][CH2:10][CH2:11][NH:12][CH2:13]1)[CH2:21][c:22]1[cH:23][c:24]2[c:25]([cH:31][cH:32]1)[CH2:26][CH2:27][CH2:28][CH2:29][O:30]2.[ClH:33].